Dataset: the Open Reaction Database (ORD), a public repository of structured organic reaction records. Task: describe an organic reaction: reactants, conditions, products, and yield Starting materials: C1(CC1)[Mg]Br (cyclopropylmagnesiumbromide), SC1=NN=C(S1)C(=O)OCC (ethyl 5-mercapto-1,3,4-thiadiazole-2-carboxylate), C1CCOC1 (THF), C1CCOC1 (THF). Run at time 4 hour. Yields the product C1(CC1)C(O)(C=1SC(=NN1)S)C1CC1 (Dicyclopropyl(5-mercapto-1,3,4-thiadiazol-2-yl)methanol). Reaction SMILES: [CH:1]1([Mg]Br)[CH2:3][CH2:2]1.[SH:6][C:7]1[S:11][C:10]([C:12]([O:14]CC)=O)=[N:9][N:8]=1.[CH2:17]1[CH2:21]OC[CH2:18]1>>[CH:1]1([C:12]([CH:18]2[CH2:17][CH2:21]2)([C:10]2[S:11][C:7]([SH:6])=[N:8][N:9]=2)[OH:14])[CH2:3][CH2:2]1. Procedure: To a solution of cyclopropylmagnesiumbromide (37 ml, 0.5 M/THF, 18.4 mmol at 0° C. was slowly added a THF solution of ethyl 5-mercapto-1,3,4-thiadiazole-2-carboxylate (1 g, 5.3 mmol). When half the solution was added, the cooling bath was removed and the rest of the solution was added. The mixture was stirred at room temperature for 4 hours then partitioned between aqueous NH4Cl and Et2O. The layers were separated and the aqueous phase was extracted with Et2O. The combined organic layers were wa... Starting materials: O=C1O[C@H](CN1C1=CC=C(C=C1)[Sn](C)(C)C)CNC(C)=O (N-({(5S)-2-oxo-3-[4-(trimethylstannyl)phenyl]-1,3-oxazolidin-5-yl}methyl)acetamide), BrC1=CC=C(C=C1)C1=NO[C@H](C1)CO[Si](C)(C)C(C)(C)C ((5R)-3-(4-bromophenyl)-5-({[tert-butyl(dimethyl)silyl]oxy}methyl)-4,5-dihydroisoxazole). Yields the product [Si](C)(C)(C(C)(C)C)OC[C@H]1CC(=NO1)C1=CC=C(C=C1)C1=CC=C(C=C1)N1C(O[C@H](C1)CNC(C)=O)=O (N-[((5S)-3-{4′-[(5R)-5-({[tert-Butyl(dimethyl)silyl]oxy}methyl)-4,5-dihydroisoxazol-3-yl]-1,1′-biphenyl-4-yl}-2-oxo-1,3-oxazolidin-5-yl)methyl]acetamide). RXN SMILES: [O:1]=[C:2]1[N:6]([C:7]2[CH:12]=[CH:11][C:10]([Sn](C)(C)C)=[CH:9][CH:8]=2)[CH2:5][C@H:4]([CH2:17][NH:18][C:19](=[O:21])[CH3:20])[O:3]1.Br[C:23]1[CH:28]=[CH:27][C:26]([C:29]2[CH2:33][C@H:32]([CH2:34][O:35][Si:36]([C:39]([CH3:42])([CH3:41])[CH3:40])([CH3:38])[CH3:37])[O:31][N:30]=2)=[CH:25][CH:24]=1>>[Si:36]([O:35][CH2:34][C@@H:32]1[O:31][N:30]=[C:29]([C:26]2[CH:25]=[CH:24][C:23]([C:10]3[CH:11]=[CH:12][C:7]([N:6]4[CH2:5][C@H:4]([CH2:17][NH:18][C:19](=[O:21])[CH3:20])[O:3][C:2]4=[O:1])=[CH:8][CH:9]=3)=[CH:28][CH:27]=2)[CH2:33]1)([C:39]([CH3:42])([CH3:40])[CH3:41])([CH3:38])[CH3:37]. Procedure details: The procedure of Example 41, but starting from N-({(5S)-2-oxo-3-[4-(trimethylstannyl)phenyl]-1,3-oxazolidin-5-yl}methyl)acetamide (476 mg, 1.20 mM) and (5R)-3-(4-bromophenyl)-5-({[tert-butyl(dimethyl)silyl]oxy}methyl)-4,5-dihydroisoxazole (370 mg. 1.00 mM) was used to give the desired product after 7 hours at 90° C. Purification by chromatography on silica gel using 90% ethyl acetate/hexanes gave 398 mg of the title product.